From a dataset of the Open Reaction Database (ORD), a public repository of structured organic reaction records. describe an organic reaction: reactants, conditions, products, and yield Reactants: Cl (hydrochloride), NC1=CC=C(C=C1)C=1NC(=C(N1)C(=O)NC=1SC=CN1)C1=CC(=CC=C1)OC (2-(4-aminophenyl)-5-(3-methoxyphenyl)-N-(2-thiazolyl)imidazole-4-carboxamide). Product: C(CCC)NC1=CC=C(C=C1)C=1NC(=C(N1)C(=O)NC=1SC=CN1)C1=CC(=CC=C1)OC (2-(4-butylaminophenyl)-5-(3-methoxyphenyl)-N-(2-thiazolyl)imidazole-4-carboxamide). Isolated yield 83.1%. As a reaction SMILES: [NH2:1][C:2]1[CH:7]=[CH:6][C:5]([C:8]2[NH:9][C:10]([C:21]3[CH:26]=[CH:25][CH:24]=[C:23]([O:27][CH3:28])[CH:22]=3)=[C:11]([C:13]([NH:15][C:16]3[S:17][CH:18]=[CH:19][N:20]=3)=[O:14])[N:12]=2)=[CH:4][CH:3]=1.Cl>>[CH2:7]([NH:1][C:2]1[CH:7]=[CH:6][C:5]([C:8]2[NH:9][C:10]([C:21]3[CH:26]=[CH:25][CH:24]=[C:23]([O:27][CH3:28])[CH:22]=3)=[C:11]([C:13]([NH:15][C:16]3[S:17][CH:18]=[CH:19][N:20]=3)=[O:14])[N:12]=2)=[CH:4][CH:3]=1)[CH2:2][CH2:3][CH3:4]. Procedure details: 2-(4-Aminophenyl)-5-(3-methoxyphenyl)-N-(2-thiazolyl)-imidazole-4-carboxamide (0.8 g) obtained in Example 155 was treated in the same manner as in Example 74 to give the objective 2-(4-butylaminophenyl)-5-(3-methoxyphenyl)-N-(2-thiazolyl)imidazole-4-carboxamide (0.38 g), melting point 228-231° C. (hydrochloride). The reactants are CC(C)Cc1c[nH]c(C2CCN(C(=O)OC(C)(C)C)CC2)n1, CS(C)=O, ClCCN1CCCC1, Cl, [K+], [OH-]. Yields the product CC(C)Cc1cn(CCN2CCCC2)c(C2CCN(C(=O)OC(C)(C)C)CC2)n1. RXN SMILES: [CH2:1]([CH:2]([CH3:3])[CH3:4])[c:5]1[n:6][c:7]([CH:10]2[CH2:11][CH2:12][N:13]([C:16](=[O:17])[O:18][C:19]([CH3:20])([CH3:21])[CH3:22])[CH2:14][CH2:15]2)[nH:8][cH:9]1.[CH3:34][S:35](=[O:36])[CH3:37].[Cl:26][CH2:27][CH2:28][N:29]1[CH2:30][CH2:31][CH2:32][CH2:33]1.[ClH:25].[K+:24].[OH-:23]>>[CH2:1]([CH:2]([CH3:3])[CH3:4])[c:5]1[n:6][c:7]([CH:10]2[CH2:11][CH2:12][N:13]([C:16](=[O:17])[O:18][C:19]([CH3:20])([CH3:21])[CH3:22])[CH2:14][CH2:15]2)[n:8]([CH2:27][CH2:28][N:29]2[CH2:30][CH2:31][CH2:32][CH2:33]2)[cH:9]1. Reactants: CC(C)(C)OC(=O)NCCBr, O=C([O-])[O-], N#Cc1ccc(OCc2ccccc2)c(O)c1, [K+], [K+], CN(C)C=O. Yields the product CC(C)(C)OC(=O)NCCOc1cc(C#N)ccc1OCc1ccccc1. As a reaction SMILES: [Br:1][CH2:2][CH2:3][NH:4][C:5]([O:6][C:7]([CH3:8])([CH3:9])[CH3:10])=[O:11].[C:29](=[O:30])([O-:31])[O-:32].[CH2:12]([c:13]1[cH:14][cH:15][cH:16][cH:17][cH:18]1)[O:19][c:20]1[c:21]([OH:28])[cH:22][c:23]([C:24]#[N:25])[cH:26][cH:27]1.[K+:33].[K+:34].[O:35]=[CH:36][N:37]([CH3:38])[CH3:39]>>[CH2:2]([CH2:3][NH:4][C:5]([O:6][C:7]([CH3:8])([CH3:9])[CH3:10])=[O:11])[O:28][c:21]1[c:20]([O:19][CH2:12][c:13]2[cH:14][cH:15][cH:16][cH:17][cH:18]2)[cH:27][cH:26][c:23]([C:24]#[N:25])[cH:22]1. The reactants are CC#N, CCN(C(C)C)C(C)C, C#CC1CCC(C#N)N1C(=O)CCl, NC1CCN(c2ccccn2)CC1, O. Product: C#CC1CCC(C#N)N1C(=O)CNC1CCN(c2ccccn2)CC1, Cl. Reaction SMILES: [CH3:37][C:38]#[N:39].[CH:28]([N:29]([CH:30]([CH3:31])[CH3:32])[CH2:33][CH3:34])([CH3:35])[CH3:36].[Cl:1][CH2:2][C:3](=[O:4])[N:5]1[CH:6]([C:12]#[N:13])[CH2:7][CH2:8][CH:9]1[C:10]#[CH:11].[N:15]1([c:22]2[n:23][cH:24][cH:25][cH:26][cH:27]2)[CH2:16][CH2:17][CH:18]([NH2:21])[CH2:19][CH2:20]1.[OH2:14]>>[CH2:2]([C:3](=[O:4])[N:5]1[CH:6]([C:12]#[N:13])[CH2:7][CH2:8][CH:9]1[C:10]#[CH:11])[NH:21][CH:18]1[CH2:17][CH2:16][N:15]([c:22]2[n:23][cH:24][cH:25][cH:26][cH:27]2)[CH2:20][CH2:19]1.[ClH:1].